describe an organic reaction: reactants, conditions, products, and yield From a dataset of the Open Reaction Database (ORD), a public repository of structured organic reaction records. The reactants are CS(=O)(=O)OC1CCOC(C(c2ccccc2)c2ccccc2)C1, [N-]=[N+]=[N-], [N-]=[N+]=NC1CCOC(C(c2ccccc2)c2ccccc2)C1, [Na+]. Product: [N-]=[N+]=NC1CCOC(C(c2ccccc2)c2ccccc2)C1. RXN SMILES: [CH:1]([c:2]1[cH:3][cH:4][cH:5][cH:6][cH:7]1)([c:8]1[cH:9][cH:10][cH:11][cH:12][cH:13]1)[CH:14]1[O:15][CH2:16][CH2:17][CH:18]([O:20][S:21]([CH3:22])(=[O:23])=[O:24])[CH2:19]1.[N-:26]=[N+:27]=[N-:28].[N:29]([CH:30]1[CH2:31][CH2:32][O:33][CH:34]([CH:35]([c:36]2[cH:37][cH:38][cH:39][cH:40][cH:41]2)[c:42]2[cH:43][cH:44][cH:45][cH:46][cH:47]2)[CH2:48]1)=[N+:49]=[N-:50].[Na+:25]>>[CH:1]([c:2]1[cH:3][cH:4][cH:5][cH:6][cH:7]1)([c:8]1[cH:9][cH:10][cH:11][cH:12][cH:13]1)[CH:14]1[O:15][CH2:16][CH2:17][CH:18]([N:26]=[N+:27]=[N-:28])[CH2:19]1. Reactants: CCOC(=O)C=O, C[Si](C)(C)[N-][Si](C)(C)C, Cc1ccccc1, CC(C)[O-], CC(C)[O-], CC(C)[O-], Cl[Ti+3], [Li+], C1CCOC1, CCC(=O)c1cnc(-c2ccccc2)s1. The product is CCOC(=O)C(O)C(C)C(=O)c1cnc(-c2ccccc2)s1. As a reaction SMILES: [C:26]([CH:27]=[O:28])(=[O:29])[O:30][CH2:31][CH3:32].[CH3:16][Si:17]([N-:18][Si:19]([CH3:20])([CH3:21])[CH3:22])([CH3:23])[CH3:24].[CH3:38][c:39]1[cH:40][cH:41][cH:42][cH:43][cH:44]1.[CH3:45][CH:46]([CH3:47])[O-:48].[CH3:49][CH:50]([CH3:51])[O-:52].[CH3:53][CH:54]([CH3:55])[O-:56].[Cl:57][Ti+3:58].[Li+:25].[O:33]1[CH2:34][CH2:35][CH2:36][CH2:37]1.[c:1]1(-[c:7]2[s:8][c:9]([C:12]([CH2:13][CH3:14])=[O:15])[cH:10][n:11]2)[cH:2][cH:3][cH:4][cH:5][cH:6]1>>[c:1]1(-[c:7]2[s:8][c:9]([C:12]([CH:13]([CH3:14])[CH:27]([C:26](=[O:29])[O:30][CH2:31][CH3:32])[OH:28])=[O:15])[cH:10][n:11]2)[cH:2][cH:3][cH:4][cH:5][cH:6]1. The reactants are C=CCN(C)C(=O)c1c(I)c(N)c(I)c(C(=O)N(C)CC=C)c1I, C1COCCO1, Cc1ccccc1, O=C(Cl)Cl. The product is C=CCN(C)C(=O)c1c(I)c(N=C=O)c(I)c(C(=O)N(C)CC=C)c1I. Reaction SMILES: [CH2:1]([CH:2]=[CH2:3])[N:4]([C:5]([c:6]1[c:7]([I:22])[c:8]([C:9](=[O:10])[N:11]([CH3:12])[CH2:13][CH:14]=[CH2:15])[c:16]([I:21])[c:17]([NH2:20])[c:18]1[I:19])=[O:23])[CH3:24].[CH2:36]1[O:37][CH2:38][CH2:39][O:40][CH2:41]1.[CH3:29][c:30]1[cH:31][cH:32][cH:33][cH:34][cH:35]1.[Cl:25][C:26]([Cl:27])=[O:28]>>[CH2:1]([CH:2]=[CH2:3])[N:4]([C:5]([c:6]1[c:7]([I:22])[c:8]([C:9](=[O:10])[N:11]([CH3:12])[CH2:13][CH:14]=[CH2:15])[c:16]([I:21])[c:17]([N:20]=[C:26]=[O:28])[c:18]1[I:19])=[O:23])[CH3:24]. The reactants are BrC=1C=C2CCC(C2=CC1)NC(OC(C)(C)C)=O (tert-butyl (5-bromo-2,3-dihydro-1H-inden-1-yl)carbamate), C(C=C)(=O)OC (methyl acrylate). Reagents/catalysts: C(C)(=O)[O-].[Pd+2].C(C)(=O)[O-] (palladium(II) acetate), CC1=C(C=CC=C1)P(C1=C(C=CC=C1)C)C1=C(C=CC=C1)C (tris(2-methylphenyl)phosphine). The solvent is C(C)N(CC)CC (triethylamine). Run at temperature 150 celsius, time 5 hour. Product: C(C)(C)(C)OC(=O)NC1CCC2=CC(=CC=C12)/C=C/C(=O)OC (methyl (2E)-3-[1-[(tert-butoxycarbonyl)amino]-2,3-dihydro-1H-inden-5-yl]acrylate). Yield: 74.8%. RXN SMILES: Br[C:2]1[CH:3]=[C:4]2[C:8](=[CH:9][CH:10]=1)[CH:7]([NH:11][C:12](=[O:18])[O:13][C:14]([CH3:17])([CH3:16])[CH3:15])[CH2:6][CH2:5]2.[C:19]([O:23][CH3:24])(=[O:22])[CH:20]=[CH2:21]>C(N(CC)CC)C.C([O-])(=O)C.[Pd+2].C([O-])(=O)C.CC1C=CC=CC=1P(C1C=CC=CC=1C)C1C=CC=CC=1C>[C:14]([O:13][C:12]([NH:11][CH:7]1[C:8]2[C:4](=[CH:3][C:2](/[CH:21]=[CH:20]/[C:19]([O:23][CH3:24])=[O:22])=[CH:10][CH:9]=2)[CH2:5][CH2:6]1)=[O:18])([CH3:17])([CH3:16])[CH3:15] |f:3.4.5|. Procedure: A mixture of 25 g (80.1 mmol) of tert-butyl (5-bromo-2,3-dihydro-1H-inden-1-yl)carbamate, 975 mg (3.20 mmol) of tris(2-methylphenyl)phosphine, 179 mg (797 μmol) of palladium(II) acetate and 8.9 g (103 mmol) of methyl acrylate in 150 ml of triethylamine was stirred at 150° C. for five hours. The precipitate was filtered off, and chromatographic purification afforded 19 g (59.9 mmol) of methyl (2E)-3-[1-[(tert-butoxycarbonyl)amino]-2,3-dihydro-1H-inden-5-yl]acrylate (75%). Reactants: CC=1N(C(=C(C(C1C(=O)OCOC(CC)=O)C1=CC(=CC=C1)[N+](=O)[O-])C(=O)OCOC(CC)=O)C)COC (bis(propionyloxymethyl) 1,4-dihydro -2,6-dimethyl-1-methoxymethyl-4-(3-nitrophenyl) -3,5-pyridinedicarboxylate). Run in C(C)(C)OC(C)C (isopropyl ether), O (water). Reaction conditions: time 72 hour. Yields the product CC=1N(C(=C([C@@H](C1C(=O)O)C1=CC(=CC=C1)[N+](=O)[O-])C(=O)OCOC(CC)=O)C)COC ((R)-1,4-dihydro-2,6-dimethyl-1-methoxymethyl -4-(3-nitrophenyl)-5-propionyloxymethoxycarbonyl -3-pyridinecarbox-ylic acid). Yield: 76.5%. Reaction SMILES: [CH3:1][C:2]1[N:3]([CH2:36][O:37][CH3:38])[C:4]([CH3:35])=[C:5]([C:26]([O:28][CH2:29][O:30][C:31](=[O:34])[CH2:32][CH3:33])=[O:27])[CH:6]([C:17]2[CH:22]=[CH:21][CH:20]=[C:19]([N+:23]([O-:25])=[O:24])[CH:18]=2)[C:7]=1[C:8]([O:10]COC(=O)CC)=[O:9]>C(OC(C)C)(C)C.O>[CH3:1][C:2]1[N:3]([CH2:36][O:37][CH3:38])[C:4]([CH3:35])=[C:5]([C:26]([O:28][CH2:29][O:30][C:31](=[O:34])[CH2:32][CH3:33])=[O:27])[C@H:6]([C:17]2[CH:22]=[CH:21][CH:20]=[C:19]([N+:23]([O-:25])=[O:24])[CH:18]=2)[C:7]=1[C:8]([OH:10])=[O:9]. Procedure details: In 20 ml of isopropyl ether saturated with water was dissolved 120 mg of bis(propionyloxymethyl) 1,4-dihydro -2,6-dimethyl-1-methoxymethyl-4-(3-nitrophenyl) -3,5-pyridinedicarboxylate obtained in Example 12, and 50 mg of Lipase PS was added thereto, followed by stirring at room temperature for 72 hours. Any insoluble matter was removed by filtration and washed with dichloromethane. The filtrate was concentrated under reduced pressure, and the residue was purified by silica gel column chromatogra... Starting materials: CC1=NC(=CC=C1)C (2,6-Dimethylpyridine), I(=O)(=O)(=O)[O-].[Na+] (sodium periodate), CC(C(=O)OCC)(CCC=C)S(=O)(=O)C (ethyl 2-methyl-2-(methylsulfonyl)hex-5-enoate). The reagents and catalysts are [Os](=O)(=O)(=O)=O (osmium tetroxide). Run in O1CCOCC1.O (1,4-dioxane water). Reaction conditions: time 18 hour. Yields the product CC(C(=O)OCC)(CCC=O)S(=O)(=O)C (Ethyl 2-methyl-2-(methylsulfonyl)-5-oxopentanoate). The yield is 100.9%. RXN SMILES: CC1C=CC=C(C)N=1.I([O-])(=O)(=O)=[O:10].[Na+].[CH3:15][C:16]([S:26]([CH3:29])(=[O:28])=[O:27])([CH2:22][CH2:23][CH:24]=C)[C:17]([O:19][CH2:20][CH3:21])=[O:18]>O1CCOCC1.O.[Os](=O)(=O)(=O)=O>[CH3:15][C:16]([S:26]([CH3:29])(=[O:28])=[O:27])([CH2:22][CH2:23][CH:24]=[O:10])[C:17]([O:19][CH2:20][CH3:21])=[O:18] |f:1.2,4.5|. Reported procedure: 2,6-Dimethylpyridine (6.1 mL, 52.9 mmol, 2.0 equiv), osmium tetroxide (2.5% w/v solution in tert-butyl alcohol, 6.6 mL, 0.53 mmol, 0.02 equiv), and sodium periodate (23.1 g, 106 mmol 4.0 equiv) were added sequentially to a solution of ethyl 2-methyl-2-(methylsulfonyl)hex-5-enoate (6.2 g, 26.0 mmol, 1.0 equiv) in 1,4-dioxane-water (3:1, 0.27 L) at room temperature. After vigorously stirring overnight (approx. 18 h), the reaction was partitioned between dichloromethane (0.2 L) and water (0.2 L). T...